This data is from the Open Reaction Database (ORD), a public repository of structured organic reaction records. The task is: describe an organic reaction: reactants, conditions, products, and yield The reactants are COC1CCC(O)CC1, ClCCl, O=[Cr](=O)([O-])Cl, c1cc[nH+]cc1. The product is COC1CCC(=O)CC1. RXN SMILES: [CH3:1][O:2][CH:3]1[CH2:4][CH2:5][CH:6]([OH:9])[CH2:7][CH2:8]1.[Cl:21][CH2:22][Cl:23].[O:10]=[Cr:11]([Cl:12])([O-:13])=[O:14].[nH+:15]1[cH:16][cH:17][cH:18][cH:19][cH:20]1>>[CH3:1][O:2][CH:3]1[CH2:4][CH2:5][C:6](=[O:9])[CH2:7][CH2:8]1. The reactants are ( 1/1 ), [N+](=O)(O)[O-].C(C)(=O)O (nitric acid acetic acid), C(C)(C)(C)C1=C(C(=CC=C1)C(C)(C)C)O (2,6-di-t-butylphenol). The solvent is C1CCCCC1 (cyclohexane). Run at time 15 minute. Product: C(C)(C)(C)C1=C(C(=CC(=C1)[N+](=O)[O-])C(C)(C)C)O (2,6-di-t-butyl-4-nitrophenol). Reaction SMILES: [C:1]([C:5]1[CH:10]=[CH:9][CH:8]=[C:7]([C:11]([CH3:14])([CH3:13])[CH3:12])[C:6]=1[OH:15])([CH3:4])([CH3:3])[CH3:2].[N+:16]([O-])([OH:18])=[O:17].C(O)(=O)C>C1CCCCC1>[C:11]([C:7]1[CH:8]=[C:9]([N+:16]([O-:18])=[O:17])[CH:10]=[C:5]([C:1]([CH3:4])([CH3:3])[CH3:2])[C:6]=1[OH:15])([CH3:14])([CH3:13])[CH3:12] |f:1.2|. Procedure: 2,6-di-t-butylphenol (8 g, 39 mmoles) is dissolved in 25 ml of cyclohexane at 10° C. A (1/1) mixture of nitric acid/acetic acid (5 ml) is added dropwise to the reaction medium maintained at this temperature. Agitation is then carried out for 15 minutes at ambient temperature. Then the precipitate formed is filtered off, rinsed with water and pentane. The 2,6-di-t-butyl-4-nitrophenol obtained (6.34 g, 65%) is dried in an oven and will be used without further purification in the following stages. ... The reactants are FC1=C(C=C(C=C1)S(=O)(=O)Cl)OC (4-fluoro-3-methoxy-benzenesulfonyl chloride), FC1=C(C=C(C=C1)S(=O)(=O)Cl)OC (4-fluoro-3-methoxy-benzenesulfonyl chloride), NC1=C(C#N)C=CC(=C1)Cl (2-amino-4-chloro-benzonitrile). Yields the product ClC=1C=CC(=C(C1)S(=O)(=O)Cl)C#N (5-Chloro-2-cyano-benzenesulfonyl chloride). Reaction SMILES: FC1C=CC([S:8]([Cl:11])(=[O:10])=[O:9])=CC=1OC.N[C:15]1[CH:22]=[C:21]([Cl:23])[CH:20]=[CH:19][C:16]=1[C:17]#[N:18]>>[Cl:23][C:21]1[CH:20]=[CH:19][C:16]([C:17]#[N:18])=[C:15]([S:8]([Cl:11])(=[O:10])=[O:9])[CH:22]=1. Procedure details: The titled compound is prepared analogously 4-fluoro-3-methoxy-benzenesulfonyl chloride (Intermediate 102a) by replacing 4-fluoro-3-methoxyaniline with 2-amino-4-chloro-benzonitrile. Starting materials: CN(S(=O)(=O)C=1C=CC2=C(C(C3=C(C=C2)C=CC=C3)CCCN(C)C)C1)C (3-Dimethylsulfamoyl-5-(3-dimethylaminopropyl)-5H-dibenzo[a,d]cycloheptene), C(C)(=O)O (acetic acid), Cl (hydrochloric acid), N#CN (cyanamide), N#CN (cyanamide). Run in O (water). Product: CN(S(=O)(=O)C=1C=CC2=C(C(C3=C(C=C2)C=CC=C3)CCCNC)C1)C (3-dimethylsulfamoyl-5-(3-methylaminopropyl)-5H-dibenzo[a,d]cycloheptene). RXN SMILES: [CH3:1][N:2]([CH3:27])[S:3]([C:6]1[CH:7]=[CH:8][C:9]2[CH:15]=[CH:14][C:13]3[CH:16]=[CH:17][CH:18]=[CH:19][C:12]=3[CH:11]([CH2:20][CH2:21][CH2:22][N:23](C)[CH3:24])[C:10]=2[CH:26]=1)(=[O:5])=[O:4].N#CN.C(O)(=O)C.Cl>O>[CH3:27][N:2]([CH3:1])[S:3]([C:6]1[CH:7]=[CH:8][C:9]2[CH:15]=[CH:14][C:13]3[CH:16]=[CH:17][CH:18]=[CH:19][C:12]=3[CH:11]([CH2:20][CH2:21][CH2:22][NH:23][CH3:24])[C:10]=2[CH:26]=1)(=[O:4])=[O:5]. Procedure: 3-Dimethylsulfamoyl-5-(3-dimethylaminopropyl)-5H-dibenzo[a,d]cycloheptene is converted to the corresponding cyanamide by following the procedure of Example 17, Step B. The cyanamide (0.28 g., 0.00071 mole) together with 2.8 ml. of glacial acetic acid, 2.0 ml. of water and 0.4 ml. of concentrated hydrochloric acid is heated to refluxing for 29 hours. The reaction mixture is evaporated to dryness under reduced pressure and the residue is dissolved in water. The aqueous solution is made alkaline wi... Reactants: C1CCOC1, Cl, NCc1ccc(C(=O)O)cc1, [Na+], CN(C)CCCC1c2ccccc2CCc2cc(OCCCC(=O)ON3C(=O)CCC3=O)ccc21, [OH-], O. The product is CN(C)CCCC1c2ccccc2CCc2cc(OCCCC(=O)NCc3ccc(C(=O)O)cc3)ccc21. Reaction SMILES: [CH2:51]1[O:52][CH2:53][CH2:54][CH2:55]1.[ClH:49].[NH2:1][CH2:2][c:3]1[cH:4][cH:5][c:6]([C:7](=[O:8])[OH:9])[cH:10][cH:11]1.[Na+:13].[O:14]=[C:15]1[CH2:16][CH2:17][C:18](=[O:19])[N:20]1[O:21][C:22]([CH2:23][CH2:24][CH2:25][O:26][c:27]1[cH:28][c:29]2[c:30]([cH:46][cH:47]1)[CH:31]([CH2:40][CH2:41][CH2:42][N:43]([CH3:44])[CH3:45])[c:32]1[c:33]([cH:36][cH:37][cH:38][cH:39]1)[CH2:34][CH2:35]2)=[O:48].[OH-:12].[OH2:50]>>[NH:1]([CH2:2][c:3]1[cH:4][cH:5][c:6]([C:7](=[O:8])[OH:9])[cH:10][cH:11]1)[C:22](=[O:21])[CH2:23][CH2:24][CH2:25][O:26][c:27]1[cH:28][c:29]2[c:30]([cH:46][cH:47]1)[CH:31]([CH2:40][CH2:41][CH2:42][N:43]([CH3:44])[CH3:45])[c:32]1[c:33]([cH:36][cH:37][cH:38][cH:39]1)[CH2:34][CH2:35]2. Reactants: N1=CC=CC=C1 (Pyridine), NC=1C=CC(=C(C1)F)N1CC(N(CC1)CCOC)=O (5-Amino-2-(4-{2-methoxyethyl}-3-oxopiperazin-1-yl)fluorobenzene), ClC(=O)OCC1=CC=CC=C1 (Benzyl chloroformate). Solvent: ClCCl (dichloromethane). Reaction conditions: temperature -20 celsius, time 10 minute. Product: C(C1=CC=CC=C1)OC(=O)NC=1C=CC(=C(C1)F)N1CC(N(CC1)CCOC)=O (5-benzyloxycarbonylamino-2-(4-{2-methoxyethyl}-3-oxopiperazin-1-yl)fluorobenzene). As a reaction SMILES: [NH2:1][C:2]1[CH:3]=[CH:4][C:5]([N:9]2[CH2:14][CH2:13][N:12]([CH2:15][CH2:16][O:17][CH3:18])[C:11](=[O:19])[CH2:10]2)=[C:6]([F:8])[CH:7]=1.N1C=CC=CC=1.Cl[C:27]([O:29][CH2:30][C:31]1[CH:36]=[CH:35][CH:34]=[CH:33][CH:32]=1)=[O:28]>ClCCl>[CH2:30]([O:29][C:27]([NH:1][C:2]1[CH:3]=[CH:4][C:5]([N:9]2[CH2:14][CH2:13][N:12]([CH2:15][CH2:16][O:17][CH3:18])[C:11](=[O:19])[CH2:10]2)=[C:6]([F:8])[CH:7]=1)=[O:28])[C:31]1[CH:36]=[CH:35][CH:34]=[CH:33][CH:32]=1. Procedure details: 5-Amino-2-(4-{2-methoxyethyl}-3-oxopiperazin-1-yl)fluorobenzene (3.5 g) was dissolved in dry dichloromethane (50 ml) under argon. Pyridine (1.33 ml) was added, and the mixture cooled to -20° C. Benzyl chloroformate (2.06 ml) was added, and the mixture stirred for 10 minutes at -20° C., before allowing the temperature to rise to ambient over 1.5 hours. Solvents were evaporated, the residue dissolved in dichloromethane and washed with sodium bicarbonate solution. After drying (MgSO4) and evaporati...